From a dataset of the Open Reaction Database (ORD), a public repository of structured organic reaction records. describe an organic reaction: reactants, conditions, products, and yield The reactants are CCOC(=O)Cn1cnc2nc(N3CCNCC3)nc(Cl)c21, CO. Product: CCOC(=O)Cn1cnc2nc(N3CCNCC3)ncc21. RXN SMILES: [CH2:1]([CH3:2])[O:3][C:4]([CH2:5][n:6]1[cH:7][n:8][c:9]2[n:10][c:11]([N:16]3[CH2:17][CH2:18][NH:19][CH2:20][CH2:21]3)[n:12][c:13]([Cl:15])[c:14]12)=[O:22].[CH3:23][OH:24]>>[CH2:1]([CH3:2])[O:3][C:4]([CH2:5][n:6]1[cH:7][n:8][c:9]2[n:10][c:11]([N:16]3[CH2:17][CH2:18][NH:19][CH2:20][CH2:21]3)[n:12][cH:13][c:14]12)=[O:22]. The reactants are ClC(Cl)(Cl)Cl, C=CCSC1CC(=O)N1C(C(=S)OCc1ccc([N+](=O)[O-])cc1)=C(Oc1ccc(Cl)cc1)C(=O)C(C)(C)C, Cl, ClCCl. Yields the product CC(C)(C)C(=O)C(Oc1ccc(Cl)cc1)=C(C(=S)OCc1ccc([N+](=O)[O-])cc1)N1C(=O)CC1Cl. RXN SMILES: [C:43]([Cl:44])([Cl:45])([Cl:46])[Cl:47].[CH2:1]([S:2][CH:5]1[CH2:6][C:7](=[O:38])[N:8]1[C:9]([C:10](=[S:11])[O:12][CH2:13][c:14]1[cH:15][cH:16][c:17]([N+:20](=[O:21])[O-:22])[cH:18][cH:19]1)=[C:23]([C:24]([C:25]([CH3:26])([CH3:27])[CH3:28])=[O:29])[O:30][c:31]1[cH:32][cH:33][c:34]([Cl:37])[cH:35][cH:36]1)[CH:3]=[CH2:4].[Cl:39].[Cl:40][CH2:41][Cl:42]>>[CH:5]1([Cl:40])[CH2:6][C:7](=[O:38])[N:8]1[C:9]([C:10](=[S:11])[O:12][CH2:13][c:14]1[cH:15][cH:16][c:17]([N+:20](=[O:21])[O-:22])[cH:18][cH:19]1)=[C:23]([C:24]([C:25]([CH3:26])([CH3:27])[CH3:28])=[O:29])[O:30][c:31]1[cH:32][cH:33][c:34]([Cl:37])[cH:35][cH:36]1. Reaction SMILES: [Br:1][C:2]1[CH:7]=[CH:6][C:5]([NH:8][C:9]2[C:14]([C:15](O)=[O:16])=[CH:13][N:12]3[CH:18]=[CH:19][N:20]=[C:11]3[C:10]=2[Cl:21])=[C:4]([F:22])[CH:3]=1.COC(C1C(NC2C=CC(Br)=CC=2F)=C(Cl)C2N(C=CN=2)C=1)=O.[NH2:46][NH2:47]>C(O)C>[Br:1][C:2]1[CH:7]=[CH:6][C:5]([NH:8][C:9]2[C:14]([C:15]([NH:46][NH2:47])=[O:16])=[CH:13][N:12]3[CH:18]=[CH:19][N:20]=[C:11]3[C:10]=2[Cl:21])=[C:4]([F:22])[CH:3]=1. Solvent: C(C)O (ethanol). Product: BrC1=CC(=C(C=C1)NC1=C(C=2N(C=C1C(=O)NN)C=CN2)Cl)F (7-(4-bromo-2-fluorophenylamino)-8-chloroimidazo[1,2-a]pyridine-6-carboxylic acid hydrazide). Reported procedure: 7-(4-Bromo-2-fluoro-phenylamino)-8-chloro-imidazo[1,2-a]pyridine-6-carboxylic acid was converted to the hydrazide according to the coupling conditions described in Step A of Example 3. Alternatively, the hydrazide can be prepared directly from 7-(4-Bromo-2-fluorophenylamino)-8-chloroimidazo[1,2-a]pyridine-6-carboxylic acid methyl ester by refluxing with hydrazine in ethanol. MS ESI (+) m/z 398, 400 (M+, Cl, Br pattern) detected. Starting materials: BrC1=CC(=C(C=C1)NC1=C(C=2N(C=C1C(=O)O)C=CN2)Cl)F (7-(4-Bromo-2-fluoro-phenylamino)-8-chloro-imidazo[1,2-a]pyridine-6-carboxylic acid), NN (hydrazine), hydrazide, hydrazide, COC(=O)C=1C(=C(C=2N(C1)C=CN2)Cl)NC2=C(C=C(C=C2)Br)F (7-(4-Bromo-2-fluorophenylamino)-8-chloroimidazo[1,2-a]pyridine-6-carboxylic acid methyl ester). Isolated yield 69.0%. Reported procedure: Tetrabutylammonium bromide (419 mg) was added to a stirred mixture of Intermediate 2 (500 mg, 2.60 mmol) and 3,4-dichlorobenzylbromide (624 mg) in sodium hydroxide 20% aq (3.50 mL) and Toluene (9 mL). The RM was stirred at 30° C. under nitrogen atm for 3 hours. An excess of sat NH4Cl aq solution was added and the mixture was extracted with EtOAc (3×30 ml). The organics were combined, dried (hydrophobic frit) and concentrated under vacuum. The residue was purified on silica using a cyclohexane:et... Starting materials: CC(C)C1=NC2=C(N1)CCCCC2=O (2-(1-methylethyl)-5,6,7,8-tetrahydrocyclohepta[d]imidazol-4(1H)-one), ClC=1C=C(CBr)C=CC1Cl (3,4-dichlorobenzylbromide), C1(=CC=CC=C1)C (Toluene), [NH4+].[Cl-] (NH4Cl). Product: ClC=1C=C(C=CC1Cl)CN1C(=NC2=C1C(CCCC2)=O)C(C)C (3-[(3,4-dichlorophenyl)methyl]-2-(1-methylethyl)-5,6,7,8-tetrahydrocyclohepta[d]imidazol-4(3H)-one). As a reaction SMILES: [CH3:1][CH:2]([C:4]1[NH:8][C:7]2[CH2:9][CH2:10][CH2:11][CH2:12][C:13](=[O:14])[C:6]=2[N:5]=1)[CH3:3].[Cl:15][C:16]1[CH:17]=[C:18]([CH:21]=[CH:22][C:23]=1[Cl:24])[CH2:19]Br.C1(C)C=CC=CC=1.[NH4+].[Cl-]>[Br-].C([N+](CCCC)(CCCC)CCCC)CCC.[OH-].[Na+]>[Cl:15][C:16]1[CH:17]=[C:18]([CH2:19][N:5]2[C:6]3[C:13](=[O:14])[CH2:12][CH2:11][CH2:10][CH2:9][C:7]=3[N:8]=[C:4]2[CH:2]([CH3:1])[CH3:3])[CH:21]=[CH:22][C:23]=1[Cl:24] |f:3.4,5.6,7.8|. The reagents and catalysts are [Br-].C(CCC)[N+](CCCC)(CCCC)CCCC (Tetrabutylammonium bromide). Solvent: [OH-].[Na+] (sodium hydroxide). Conditions: temperature 30 celsius, time 3 hour. Reactants: CC1([C@@H]([C@@H]1C#CC(=O)O)C(=O)O[C@@H](C1=CC(=CC=C1)OC1=CC=CC=C1)C#N)C ((S)α-cyano-3-phenoxy-benzyl(1R,cis)2,2-dimethyl-3-(2-carboxyethynyl)-cyclopropane-carboxylate), N1=CC=CC2=CC=CC=C12 (quinoline). Reagents/catalysts: [OH-].[Pd+2].[OH-] (palladium hydroxide). The solvent is C(C)(=O)OCC (ethyl acetate). Yields the product CC1([C@@H]([C@@H]1\C=C/C(=O)O)C(=O)O[C@@H](C1=CC(=CC=C1)OC1=CC=CC=C1)C#N)C ((S)α-cyano-3-phenoxy-benzyl(1R,cis)2,2-dimethyl-3-[(Z)3-hydroxy-3-oxo-1-propenyl]-cyclopropane-carboxylate). Isolated yield 80.4%. Reaction SMILES: [CH3:1][C:2]1([CH3:29])[C@@H:4]([C:5]#[C:6][C:7]([OH:9])=[O:8])[C@H:3]1[C:10]([O:12][C@H:13]([C:27]#[N:28])[C:14]1[CH:19]=[CH:18][CH:17]=[C:16]([O:20][C:21]2[CH:26]=[CH:25][CH:24]=[CH:23][CH:22]=2)[CH:15]=1)=[O:11].N1C2C(=CC=CC=2)C=CC=1>C(OCC)(=O)C.[OH-].[Pd+2].[OH-]>[CH3:1][C:2]1([CH3:29])[C@@H:4](/[CH:5]=[CH:6]\[C:7]([OH:9])=[O:8])[C@H:3]1[C:10]([O:12][C@H:13]([C:27]#[N:28])[C:14]1[CH:19]=[CH:18][CH:17]=[C:16]([O:20][C:21]2[CH:26]=[CH:25][CH:24]=[CH:23][CH:22]=2)[CH:15]=1)=[O:11] |f:3.4.5|. Reported procedure: A mixture of 4.7 g of (S)α-cyano-3-phenoxy-benzyl(1R,cis)2,2-dimethyl-3-(2-carboxyethynyl)-cyclopropane-carboxylate in 45 ml of ethyl acetate was hydrogenated in the presence of 500 mg of 10% palladium hydroxide on barium sulfate and 6.5 ml of quinoline and the mixture was filtered. The filtrate was washed with N hydrochloric acid, then with water until neutral, dried and evaporated to dryness. The 5.1 g of oil residue were chromatographed over silica gel and eluted with a 70-30-1 mixture of hex... Reactants: C(C)OC(CC1CN=C(S1)C=1NC2=C(C=C(C=C2C1)OC1=CC=C(C=C1)S(=O)(=O)C)OC1CCOCC1)=O (ethyl(2-{5-[4-(methylsulfonyl)phenoxy]-7-(tetrahydro-2H-pyran-4-yloxy)-1H-indol-2-yl}-4,5-dihydro-1,3-thiazol-5-yl)acetate), [OH-].[Na+] (sodium hydroxide), O1CCCC1 (tetrahydrofuran). Run in C(C)O (ethanol). Conditions: time 2 hour. Product: CS(=O)(=O)C1=CC=C(OC=2C=C3C=C(NC3=C(C2)OC2CCOCC2)C=2SC(CN2)CC(=O)O)C=C1 ((2-{5-[4-(Methylsulfonyl)phenoxy]-7-(tetrahydro-2H-pyran-4-yloxy)-1H-indol-2-yl}-4,5-dihydro-1,3-thiazol-5-yl)acetic acid). The yield is 67.0%. RXN SMILES: C([O:3][C:4](=[O:38])[CH2:5][CH:6]1[S:10][C:9]([C:11]2[NH:12][C:13]3[C:18]([CH:19]=2)=[CH:17][C:16]([O:20][C:21]2[CH:26]=[CH:25][C:24]([S:27]([CH3:30])(=[O:29])=[O:28])=[CH:23][CH:22]=2)=[CH:15][C:14]=3[O:31][CH:32]2[CH2:37][CH2:36][O:35][CH2:34][CH2:33]2)=[N:8][CH2:7]1)C.[OH-].[Na+].O1CCCC1>C(O)C>[CH3:30][S:27]([C:24]1[CH:25]=[CH:26][C:21]([O:20][C:16]2[CH:17]=[C:18]3[C:13](=[C:14]([O:31][CH:32]4[CH2:33][CH2:34][O:35][CH2:36][CH2:37]4)[CH:15]=2)[NH:12][C:11]([C:9]2[S:10][CH:6]([CH2:5][C:4]([OH:38])=[O:3])[CH2:7][N:8]=2)=[CH:19]3)=[CH:22][CH:23]=1)(=[O:28])=[O:29] |f:1.2|. Procedure: A mixture of ethyl(2-{5-[4-(methylsulfonyl)phenoxy]-7-(tetrahydro-2H-pyran-4-yloxy)-1H-indol-2-yl}-4,5-dihydro-1,3-thiazol-5-yl)acetate (424 mg), 1M aqueous sodium hydroxide solution (2 mL), tetrahydrofuran (10 mL), and ethanol (10 mL) was stirred at room temperature for 2 hr. The reaction solution was concentrated under reduced pressure, water was added, and the mixture was washed with ethyl acetate. The aqueous layer was neutralized with 1M hydrochloric acid, and the mixture was extracted with... Reactants: C(C)(C)(C)OC(=O)N1CCC(CC1)(C)C=1SC=C(N1)COS(=O)(=O)C (4-(4-methanesulfonyloxymethyl-thiazol-2-yl)-4-methyl-piperidine-1-carboxylic acid tert-butyl ester), CS(=O)(=O)C1=CC=C(C=C1)O (4-methanesulfonyl-phenol), C(=O)([O-])[O-].[Cs+].[Cs+] (Cs2CO3). Run in C(C)#N (acetonitrile). Run at temperature 40 celsius. Yields the product C(C)(C)(C)OC(=O)N1CCC(CC1)(C)C=1SC=C(N1)COC1=CC=C(C=C1)S(=O)(=O)C (4-[4-(4-Methanesulfonyl-phenoxymethyl)-thiazol-2-yl]-4-methyl-piperidine-1-carboxylic acid tert-butyl ester). Reaction SMILES: [C:1]([O:5][C:6]([N:8]1[CH2:13][CH2:12][C:11]([C:15]2[S:16][CH:17]=[C:18]([CH2:20][O:21]S(C)(=O)=O)[N:19]=2)([CH3:14])[CH2:10][CH2:9]1)=[O:7])([CH3:4])([CH3:3])[CH3:2].[CH3:26][S:27]([C:30]1[CH:35]=[CH:34][C:33](O)=[CH:32][CH:31]=1)(=[O:29])=[O:28].C([O-])([O-])=O.[Cs+].[Cs+]>C(#N)C>[C:1]([O:5][C:6]([N:8]1[CH2:13][CH2:12][C:11]([C:15]2[S:16][CH:17]=[C:18]([CH2:20][O:21][C:33]3[CH:34]=[CH:35][C:30]([S:27]([CH3:26])(=[O:29])=[O:28])=[CH:31][CH:32]=3)[N:19]=2)([CH3:14])[CH2:10][CH2:9]1)=[O:7])([CH3:4])([CH3:3])[CH3:2] |f:2.3.4|. Reported procedure: A mixture of 4-(4-methanesulfonyloxymethyl-thiazol-2-yl)-4-methyl-piperidine-1-carboxylic acid tert-butyl ester (0.2 g, 0.5 mmol), 4-methanesulfonyl-phenol (86 mg, 0.5 mmol) and Cs2CO3 (170 mg, 0.52 mmol) in acetonitrile (4 mL) was heated at 40° C. overnight. After cooling, the solid was filtered through a pad of celite. The filtrate was concentrated in vacuo. The residue was purified on silica gel (EtOAc-hexanes, 1:1) to afford the desired product. 1H NMR (CDCl3): δ 7.83 (2H, m), 7.23 (1H, s), ... Reported procedure: To a solution of tert-butyl 1-methyl-7-oxo-6-azabicyclo[3.2.1]oct-3-ene-6-carboxylate, 52e, (4.93 g, 20.78 mmol) in MeOH (100 mL) was added cesium carbonate (13.54 g, 41.56 mmol). The reaction was stirred overnight and then concentrated in vacuo. The cesium salts were precipitated with Et2O and filtered. The ether filtrate was evaporated to give 5.5 g of a yellow oil that was used without further purification. Run at time 8 hour. RXN SMILES: [CH3:1][C:2]12[CH2:17][CH:6]([N:7]([C:10]([O:12][C:13]([CH3:16])([CH3:15])[CH3:14])=[O:11])[C:8]1=[O:9])[CH:5]=[CH:4][CH2:3]2.IC1C2CC(C)(C(=O)N2[C:27](OC(C)(C)C)=[O:28])CC=1.C(=O)([O-])[O-].[Cs+].[Cs+]>CO>[C:13]([O:12][C:10]([NH:7][CH:6]1[CH2:17][C:2]([CH3:1])([C:8]([O:28][CH3:27])=[O:9])[CH2:3][CH:4]=[CH:5]1)=[O:11])([CH3:16])([CH3:15])[CH3:14] |f:2.3.4|. Run in CO (MeOH). Yields the product C(C)(C)(C)OC(=O)NC1C=CCC(C1)(C(=O)OC)C (methyl 5-(tert-butoxycarbonylamino)-1-methylcyclohex-3-enecarboxylate). The reactants are CC12CC=CC(N(C1=O)C(=O)OC(C)(C)C)C2 (tert-butyl 1-methyl-7-oxo-6-azabicyclo[3.2.1]oct-3-ene-6-carboxylate), IC1=CCC2(C(N(C1C2)C(=O)OC(C)(C)C)=O)C (tert butyl 4-iodo-1-methyl-7-oxo-6-azabicyclo[3.2.1]oct-3-ene-6-carboxylate), C([O-])([O-])=O.[Cs+].[Cs+] (cesium carbonate). The product is O=[N+]([O-])c1cccc2ncc(O)cc12. As a reaction SMILES: [Na+:17].[OH-:16].[OH2:18].[OH:1][N+:2]([O-:3])=[O:4].[n:5]1[cH:6][c:7]([OH:15])[cH:8][c:9]2[cH:10][cH:11][cH:12][cH:13][c:14]12>>[O-:1][N+:2](=[O:4])[c:10]1[c:9]2[cH:8][c:7]([OH:15])[cH:6][n:5][c:14]2[cH:13][cH:12][cH:11]1. The reactants are [Na+], [OH-], O, O=[N+]([O-])O, Oc1cnc2ccccc2c1.